Dataset: the Open Reaction Database (ORD), a public repository of structured organic reaction records. Task: describe an organic reaction: reactants, conditions, products, and yield Reactants: C(#C)[Si](C)(C)C (ethynyl(trimethyl)silane), BrC1=C(C(=C(N)C=C1F)I)F (4-bromo-3,5-difluoro-2-iodoaniline), CN(C)C=O (DMF). As a reaction SMILES: [Br:1][C:2]1[C:8]([F:9])=[CH:7][C:5]([NH2:6])=[C:4](I)[C:3]=1[F:11].[C:12]([Si:14]([CH3:17])([CH3:16])[CH3:15])#[CH:13].CN(C=O)C>C(N(CC)CC)C.[Cu](I)I.Cl[Pd](Cl)([P](C1C=CC=CC=1)(C1C=CC=CC=1)C1C=CC=CC=1)[P](C1C=CC=CC=1)(C1C=CC=CC=1)C1C=CC=CC=1>[Br:1][C:2]1[C:8]([F:9])=[CH:7][C:5]([NH2:6])=[C:4]([C:13]#[C:12][Si:14]([CH3:17])([CH3:16])[CH3:15])[C:3]=1[F:11] |^1:35,54|. The reagents and catalysts are [Cu](I)I (copper iodide), Cl[Pd]([P](C1=CC=CC=C1)(C2=CC=CC=C2)C3=CC=CC=C3)([P](C4=CC=CC=C4)(C5=CC=CC=C5)C6=CC=CC=C6)Cl (Dichlorobis(triphenylphosphine)palladium(II)). The product is BrC1=C(C(=C(N)C=C1F)C#C[Si](C)(C)C)F (4-bromo-3,5-difluoro-2-[(trimethylsilyl)ethynyl]aniline). Run at time 10 minute. Procedure details: A solution of 4-bromo-3,5-difluoro-2-iodoaniline (3.0 g, 9.0 mmol) in triethylamine (50 mL) was degassed with nitrogen for 10 minutes, then treated with copper iodide (209 mg, 1.10 mmol), Dichlorobis(triphenylphosphine)palladium(II), (769 mg 1.10 mmol), and ethynyl(trimethyl)silane (1.42 mL, 10.1 mmol). The reaction mixture was stirred at room temperature for 10 minutes. The reaction mixture turned dark and formed a precipitate. After two hours, the reaction mixture was treated with DMF (8 mL) a... Isolated yield 63.9%. The solvent is C(C)N(CC)CC (triethylamine).